From a dataset of the Open Reaction Database (ORD), a public repository of structured organic reaction records. describe an organic reaction: reactants, conditions, products, and yield Product: O=C1OCc2ccc(Br)cc21. Starting materials: Br, O=N[O-], Nc1ccc2c(c1)C(=O)OC2, [Na+], O. RXN SMILES: [BrH:16].[N:1]([O-:2])=[O:3].[NH2:5][c:6]1[cH:7][cH:8][c:9]2[c:13]([cH:14]1)[C:12](=[O:15])[O:11][CH2:10]2.[Na+:4].[OH2:17]>>[c:6]1([Br:16])[cH:7][cH:8][c:9]2[c:13]([cH:14]1)[C:12](=[O:15])[O:11][CH2:10]2. The reactants are COc1ccc2c(c1OC)CC(c1ccccc1)CC2C(=O)O, CNOC, Cc1ccccc1, ClC(Cl)Cl, [Cl-], O=C(Cl)C(=O)Cl, Cl, c1ccncc1. The product is COc1ccc2c(c1OC)CC(c1ccccc1)CC2C(=O)N(C)OC. RXN SMILES: [CH3:1][O:2][c:3]1[c:4]2[c:9]([cH:10][cH:11][c:12]1[O:13][CH3:14])[CH:8]([C:15](=[O:16])[OH:17])[CH2:7][CH:6]([c:18]1[cH:19][cH:20][cH:21][cH:22][cH:23]1)[CH2:5]2.[CH3:32][NH:33][O:34][CH3:35].[CH3:36][c:37]1[cH:38][cH:39][cH:40][cH:41][cH:42]1.[CH:43]([Cl:44])([Cl:45])[Cl:46].[Cl-:30].[Cl:24][C:25]([C:26]([Cl:27])=[O:28])=[O:29].[ClH:31].[cH:47]1[cH:48][cH:49][n:50][cH:51][cH:52]1>>[CH3:1][O:2][c:3]1[c:4]2[c:9]([cH:10][cH:11][c:12]1[O:13][CH3:14])[CH:8]([C:15](=[O:16])[N:33]([CH3:32])[O:34][CH3:35])[CH2:7][CH:6]([c:18]1[cH:19][cH:20][cH:21][cH:22][cH:23]1)[CH2:5]2. Reactants: NC=1SC=C(N1)/C(/C(=O)N[C@H]1[C@@H]2N(C(=C(CS2)SCC=2C=NC=CC2)C(=O)OC(C2=CC=CC=C2)C2=CC=CC=C2)C1=O)=N/OC(C)=O (diphenylmethyl 7β-[2-(2-aminothiazol-4-yl)-2-(Z)-(acetoxyimino)acetamido]-3-[(3-pyridyl)methylthio]-3-cephem-4-carboxylate), C1(=CC=CC=C1)OC (anisole), FC(C(=O)O)(F)F (trifluoroacetic acid). Run in ClCCl (dichloromethane). Run at temperature 5 celsius, time 1.5 hour. The product is FC(C(=O)O)(F)F.FC(C(=O)O)(F)F.NC=1SC=C(N1)/C(/C(=O)N[C@H]1[C@@H]2N(C(=C(CS2)SCC=2C=NC=CC2)C(=O)O)C1=O)=N/OC(C)=O (7β-[2-(2-aminothiazol-4-yl)-2-(Z)-(acetoxyimino)acetamido]-3-[(3-pyridyl)methylthio]-3-cephem-4-carboxylic acid bis(trifluoroacetic acid) salt). RXN SMILES: [NH2:1][C:2]1[S:3][CH:4]=[C:5](/[C:7](=[N:44]/[O:45][C:46](=[O:48])[CH3:47])/[C:8]([NH:10][C@@H:11]2[C:42](=[O:43])[N:13]3[C:14]([C:26]([O:28]C(C4C=CC=CC=4)C4C=CC=CC=4)=[O:27])=[C:15]([S:18][CH2:19][C:20]4[CH:21]=[N:22][CH:23]=[CH:24][CH:25]=4)[CH2:16][S:17][C@H:12]23)=[O:9])[N:6]=1.C1(OC)C=CC=CC=1.[F:57][C:58]([F:63])([F:62])[C:59]([OH:61])=[O:60]>ClCCl>[F:57][C:58]([F:63])([F:62])[C:59]([OH:61])=[O:60].[F:57][C:58]([F:63])([F:62])[C:59]([OH:61])=[O:60].[NH2:1][C:2]1[S:3][CH:4]=[C:5](/[C:7](=[N:44]/[O:45][C:46](=[O:48])[CH3:47])/[C:8]([NH:10][C@@H:11]2[C:42](=[O:43])[N:13]3[C:14]([C:26]([OH:28])=[O:27])=[C:15]([S:18][CH2:19][C:20]4[CH:21]=[N:22][CH:23]=[CH:24][CH:25]=4)[CH2:16][S:17][C@H:12]23)=[O:9])[N:6]=1 |f:4.5.6|. Reported procedure: To a solution of diphenylmethyl 7β-[2-(2-aminothiazol-4-yl)-2-(Z)-(acetoxyimino)acetamido]-3-[(3-pyridyl)methylthio]-3-cephem-4-carboxylate (3.32 g, 4.83 m mol) and anisole (3.3 ml) in dichloromethane (16.6 ml) was added trifluoroacetic acid (6.6 ml) at 5° C. The mixture was stirred at 5° C. for 1.5 hours. The reaction mixture was poured into IPE. The resulting precipitates were collected by filtration, washed with IPE, and dried in vacuo to give 7β-[2-(2-aminothiazol-4-yl)-2-(Z)-(acetoxyimino)a... Reactants: CN(C)C=O, CCc1ccccc1N=C=S, Nc1cccc(Cl)c1. Product: CCc1ccccc1NC(=S)Nc1cccc(Cl)c1. Reaction SMILES: [CH3:20][N:21]([CH3:22])[CH:23]=[O:24].[CH3:9][CH2:10][c:11]1[c:12]([N:17]=[C:18]=[S:19])[cH:13][cH:14][cH:15][cH:16]1.[Cl:1][c:2]1[cH:3][c:4]([NH2:5])[cH:6][cH:7][cH:8]1>>[Cl:1][c:2]1[cH:3][c:4]([NH:5][C:18]([NH:17][c:12]2[c:11]([CH2:10][CH3:9])[cH:16][cH:15][cH:14][cH:13]2)=[S:19])[cH:6][cH:7][cH:8]1.